The task is: describe an organic reaction: reactants, conditions, products, and yield. This data is from the Open Reaction Database (ORD), a public repository of structured organic reaction records. Reactants: CNCCCN1C=2C=CC=CC2CCC3=C1C=CC=C3.Cl (desipramine hydrochloride), ClC(=O)OCCCl (chloroethyl chloroformate). Yields the product C1=CC=CC=2N(C3=C(CCC21)C=CC=C3)CCCN(C(OC(C)Cl)=O)C (1-Chloroethyl N-[3-(10,11-dihydro-5H-dibenz [b,f]azepin-5-yl)]propyl-N-methylcarbamate). Isolated yield 85.8%. RXN SMILES: [CH3:1][NH:2][CH2:3][CH2:4][CH2:5][N:6]1[C:16]2[CH:17]=[CH:18][CH:19]=[CH:20][C:15]=2[CH2:14][CH2:13][C:12]2[CH:11]=[CH:10][CH:9]=[CH:8][C:7]1=2.[ClH:21].Cl[C:23]([O:25][CH2:26][CH2:27]Cl)=[O:24]>>[CH:20]1[C:15]2[CH2:14][CH2:13][C:12]3[CH:11]=[CH:10][CH:9]=[CH:8][C:7]=3[N:6]([CH2:5][CH2:4][CH2:3][N:2]([CH3:1])[C:23](=[O:24])[O:25][CH:26]([Cl:21])[CH3:27])[C:16]=2[CH:17]=[CH:18][CH:19]=1 |f:0.1|. Procedure details: Following the general procedure of Example 50, but using 1.5 g (0.005 mol) of desipramine hydrochloride and 0.86 g (0.006 mol) chloroethyl chloroformate and carrying out the reaction at 5°-10° C. for 2 hours, gave 1.6 g (86%) of the title compound as a colorless oil. Starting materials: C(C(C)C)C1=CC=C(C=C1)[C@H](CCC)OC1=CC=C(C(=O)C=2C=C(N3C=CC=CC23)CCCC(=O)OCC)C=C1 (ethyl 4-[1-[4-[(S)-1-(4-isobutylphenyl)butoxy]benzoyl]indolizin-3-yl]butyrate), aqueous solution, [OH-].[Na+] (sodium hydroxide), C(C)(=O)OCC (ethyl acetate), Cl (hydrochloric acid). The solvent is C(C)O (ethanol), O1CCOCC1 (1,4-dioxane). Reaction conditions: time 2 hour. Product: C(C(C)C)C1=CC=C(C=C1)[C@H](CCC)OC1=CC=C(C(=O)C=2C=C(N3C=CC=CC23)CCCC(=O)O)C=C1 (4-[1-[4-[(S)-1-(4-isobutylphenyl)butoxy]benzoyl]- indolizin-3-yl]butyric acid). Yield: 86.8%. As a reaction SMILES: [CH2:1]([C:5]1[CH:10]=[CH:9][C:8]([C@@H:11]([O:15][C:16]2[CH:40]=[CH:39][C:19]([C:20]([C:22]3[CH:23]=[C:24]([CH2:31][CH2:32][CH2:33][C:34]([O:36]CC)=[O:35])[N:25]4[C:30]=3[CH:29]=[CH:28][CH:27]=[CH:26]4)=[O:21])=[CH:18][CH:17]=2)[CH2:12][CH2:13][CH3:14])=[CH:7][CH:6]=1)[CH:2]([CH3:4])[CH3:3].[OH-].[Na+].C(OCC)(=O)C.Cl>C(O)C.O1CCOCC1>[CH2:1]([C:5]1[CH:6]=[CH:7][C:8]([C@@H:11]([O:15][C:16]2[CH:17]=[CH:18][C:19]([C:20]([C:22]3[CH:23]=[C:24]([CH2:31][CH2:32][CH2:33][C:34]([OH:36])=[O:35])[N:25]4[C:30]=3[CH:29]=[CH:28][CH:27]=[CH:26]4)=[O:21])=[CH:39][CH:40]=2)[CH2:12][CH2:13][CH3:14])=[CH:9][CH:10]=1)[CH:2]([CH3:4])[CH3:3] |f:1.2|. Procedure details: To a solution of ethyl 4-[1-[4-[(S)-1-(4-isobutylphenyl)butoxy]benzoyl]indolizin-3-yl]butyrate (282 mg) in ethanol (3 ml) and 1,4-dioxane (3 ml) was added 1N aqueous solution of sodium hydroxide (2 ml). The mixture was stirred at room temperature for 2 hours, and then poured into a mixture of ethyl acetate and 0.5N hydrochloric acid. The organic layer was separated, washed with water and brine, dried over magnesium sulfate and evaporated to give 4-[1-[4-[(S)-1-(4-isobutylphenyl)butoxy]benzoyl]- ... Starting materials: COC(=O)c1cc2c(cc1[N+](=O)[O-])OCO2, O=Cc1cc2c(cc1[N+](=O)[O-])OCO2, CO, CCO, N#C[Na], [Pd]. Yields the product COC(=O)c1cc2c(cc1N)OCO2. Reaction SMILES: [CH2:15]1[O:16][c:17]2[cH:18][c:19]([C:20](=[O:21])[O:22][CH3:23])[c:24]([N+:28]([O-:29])=[O:30])[cH:25][c:26]2[O:27]1.[CH2:1]1[O:2][c:3]2[cH:4][c:5]([N+:6]([O-:7])=[O:8])[c:9]([CH:10]=[O:11])[cH:12][c:13]2[O:14]1.[CH3:34][OH:35].[CH3:36][CH2:37][OH:38].[Na:31][C:32]#[N:33].[Pd:39]>>[CH2:15]1[O:16][c:17]2[cH:18][c:19]([C:20](=[O:21])[O:22][CH3:23])[c:24]([NH2:28])[cH:25][c:26]2[O:27]1. The reactants are COC(=O)c1cccc(CBr)c1Cl, CCOC(C)=O, CN(C)C=O, CCCCCC, N#CO[Na]. Yields the product COC(=O)c1cccc(CC#N)c1Cl. As a reaction SMILES: [Br:1][CH2:2][c:3]1[c:4]([Cl:13])[c:5]([C:6](=[O:7])[O:8][CH3:9])[cH:10][cH:11][cH:12]1.[C:29]([O:30][CH2:31][CH3:32])(=[O:33])[CH3:34].[CH3:18][N:19]([CH3:20])[CH:21]=[O:22].[CH3:23][CH2:24][CH2:25][CH2:26][CH2:27][CH3:28].[Na:14][O:15][C:16]#[N:17]>>[CH2:2]([c:3]1[c:4]([Cl:13])[c:5]([C:6](=[O:7])[O:8][CH3:9])[cH:10][cH:11][cH:12]1)[C:16]#[N:17]. Reactants: C(C)(C)(C)OC(=O)CON=C(C(=O)NC1[C@@H]2N(C(=C(CS2)\C=C\Cl)C(=O)OC(C2=CC=CC=C2)C2=CC=CC=C2)C1=O)C=1N=C(SC1)N (benzhydryl 7-[2-t-butoxycarbonylmethoxyimino-2-(2-aminothiazol-4-yl)acetamido]-3-[(E)-2-chlorovinyl]-3-cephem-4-carboxylate), C1(=CC=CC=C1)OC (anisole), FC(C(=O)O)(F)F (trifluoroacetic acid). The solvent is C(C)(C)OC(C)C (diisopropyl ether). Conditions: time 2 hour. Yields the product C(=O)(O)CON=C(C(=O)NC1[C@@H]2N(C(=C(CS2)\C=C\Cl)C(=O)O)C1=O)C=1N=C(SC1)N (7-[2-carboxymethoxyimino-2-(2-aminothiazol-4-yl)acetamido]-3-[(E)-2-chlorovinyl]-3-cephem-4-carboxylic acid). Yield: 70.8%. As a reaction SMILES: C([O:5][C:6]([CH2:8][O:9][N:10]=[C:11]([C:43]1[N:44]=[C:45]([NH2:48])[S:46][CH:47]=1)[C:12]([NH:14][CH:15]1[C:41](=[O:42])[N:17]2[C:18]([C:25]([O:27]C(C3C=CC=CC=3)C3C=CC=CC=3)=[O:26])=[C:19](/[CH:22]=[CH:23]/[Cl:24])[CH2:20][S:21][C@H:16]12)=[O:13])=[O:7])(C)(C)C.C1(OC)C=CC=CC=1.FC(F)(F)C(O)=O>C(OC(C)C)(C)C>[C:6]([CH2:8][O:9][N:10]=[C:11]([C:43]1[N:44]=[C:45]([NH2:48])[S:46][CH:47]=1)[C:12]([NH:14][CH:15]1[C:41](=[O:42])[N:17]2[C:18]([C:25]([OH:27])=[O:26])=[C:19](/[CH:22]=[CH:23]/[Cl:24])[CH2:20][S:21][C@H:16]12)=[O:13])([OH:7])=[O:5]. Procedure: To a mixture of benzhydryl 7-[2-t-butoxycarbonylmethoxyimino-2-(2-aminothiazol-4-yl)acetamido]-3-[(E)-2-chlorovinyl]-3-cephem-4-carboxylate (syn isomer) (2.2 g) and anisole (2.2 ml) was added trifluoroacetic acid (9.0 ml) in an ice-bath. The mixture was stirred for two hours at room temperature and poured into diisopropyl ether (180 ml). The resulting precipitates were collected by filtration and washed with diisopropyl ether. The precipitates were dissolved in an aqueous solution of sodium bica...